Dataset: the Open Reaction Database (ORD), a public repository of structured organic reaction records. Task: describe an organic reaction: reactants, conditions, products, and yield The reactants are C(C(=O)OCC)(=O)OCC (diethyl oxalate), OC1=C2CCCC2=CC=C1C(C)=O (1-(2,3-dihydro-4-hydroxy-1H-inden-5-yl)ethanone), C[O-].[Na+] (Sodium methylate). Run in CC1=CC=CC=C1 (methylbenzene), CC1=CC=CC=C1 (methylbenzene). The product is O=C1C=C(OC2=C1C=CC1=C2CCC1)C(=O)O (4,7,8,9-tetrahydro-4-oxocyclopenta[h]-1-benzopyran-2-carboxylic acid). Yield: 57.0%. RXN SMILES: C[O-].[Na+].[C:4]([O:11]CC)(=[O:10])[C:5]([O:7][CH2:8][CH3:9])=O.[OH:14][C:15]1[C:23](C(=O)C)=[CH:22][CH:21]=[C:20]2[C:16]=1[CH2:17][CH2:18][CH2:19]2>CC1C=CC=CC=1>[O:14]=[C:15]1[C:16]2[CH:17]=[CH:18][C:19]3[CH2:20][CH2:21][CH2:22][C:9]=3[C:8]=2[O:7][C:5]([C:4]([OH:11])=[O:10])=[CH:23]1 |f:0.1|. Procedure: Sodium methylate (24 g) was stirred in methylbenzene (300 ml). A mixture of diethyl oxalate (0.16 mol) and intermediate (2-a) (0.16 mol) in methylbenzene (10 ml) was added dropwise. This mixture was stirred and refluxed for 2 hours. The resulting precipitate was filtered off and dried. The solid was stirred in a mixture of hydrochloric acid (10 ml) and acetic acid (500 ml). The reaction mixture was stirred and refluxed for 1 hour. The mixture was poured out into water. The resulting precipitate ... The reactants are CC(=O)Nc1ccc(Br)c(C(=O)O)c1[N+](=O)[O-], CCOCC, C[Si](C)(C)C=[N+]=[N-], CO, C1CCOC1. Yields the product COC(=O)c1c(Br)ccc(NC(C)=O)c1[N+](=O)[O-]. RXN SMILES: [C:1]([CH3:2])(=[O:3])[NH:4][c:5]1[c:6]([N+:15](=[O:16])[O-:17])[c:7]([C:8](=[O:9])[OH:10])[c:11]([Br:14])[cH:12][cH:13]1.[CH2:18]([O:19][CH2:20][CH3:21])[CH3:22].[CH3:23][Si:24]([CH:25]=[N+:26]=[N-:27])([CH3:28])[CH3:29].[CH3:30][OH:31].[O:32]1[CH2:33][CH2:34][CH2:35][CH2:36]1>>[C:1]([CH3:2])(=[O:3])[NH:4][c:5]1[c:6]([N+:15](=[O:16])[O-:17])[c:7]([C:8](=[O:9])[O:10][CH3:18])[c:11]([Br:14])[cH:12][cH:13]1. The reactants are CC1=C(C=CC=C1[N+](=O)[O-])NCC1=CC=C(OC2=CC=C(C=C2)CCC(=O)OC)C=C1 (methyl 3-[4-(4-{[(2-methyl-3-nitrophenyl)amino]methyl}phenoxy)phenyl]propanoate), FC1=CC=C(CBr)C=C1 (4-fluorobenzyl bromide). The product is FC1=CC=C(CN(C2=C(C(=CC=C2)[N+](=O)[O-])C)CC2=CC=C(OC3=CC=C(C=C3)CCC(=O)OC)C=C2)C=C1 (methyl 3-[4-(4-{[(4-fluorobenzyl)(2-methyl-3-nitrophenyl)amino]methyl}phenoxy)phenyl]propanoate). RXN SMILES: [CH3:1][C:2]1[C:7]([N+:8]([O-:10])=[O:9])=[CH:6][CH:5]=[CH:4][C:3]=1[NH:11][CH2:12][C:13]1[CH:31]=[CH:30][C:16]([O:17][C:18]2[CH:23]=[CH:22][C:21]([CH2:24][CH2:25][C:26]([O:28][CH3:29])=[O:27])=[CH:20][CH:19]=2)=[CH:15][CH:14]=1.[F:32][C:33]1[CH:40]=[CH:39][C:36]([CH2:37]Br)=[CH:35][CH:34]=1>>[F:32][C:33]1[CH:40]=[CH:39][C:36]([CH2:37][N:11]([CH2:12][C:13]2[CH:31]=[CH:30][C:16]([O:17][C:18]3[CH:23]=[CH:22][C:21]([CH2:24][CH2:25][C:26]([O:28][CH3:29])=[O:27])=[CH:20][CH:19]=3)=[CH:15][CH:14]=2)[C:3]2[CH:4]=[CH:5][CH:6]=[C:7]([N+:8]([O-:10])=[O:9])[C:2]=2[CH3:1])=[CH:35][CH:34]=1. Procedure: The product from Example 76C and 4-fluorobenzyl bromide were processed as described in Example 6B to provide the title compound.